This data is from the Open Reaction Database (ORD), a public repository of structured organic reaction records. The task is: describe an organic reaction: reactants, conditions, products, and yield Reactants: C(C1=CC=CC=C1)OC(=O)N[C@@H](CC(C)C)C(=O)N[C@H]([C@H]([C@H]([C@@H](C(=O)N[C@@H](CC(=O)N)C1=CC=CC=C1)O)O)O)CO ((S)-3-[(2S,3R,4R,5S)-5-(N-benzyloxycarbonyl-L-leucyl)amino-2,3,4,6-tetrahydroxyhexanoyl]amino-3-phenylpropionamide). The reagents and catalysts are [Pd] (palladium on activated carbon). Solvent: CO (methanol). Reaction conditions: time 20 hour. The product is O[C@H](C(=O)N[C@@H](CC(=O)N)C1=CC=CC=C1)[C@@H]([C@@H]([C@H](CO)NC([C@@H](N)CC(C)C)=O)O)O ((S)-3-[(2S,3R,4R,5S)-2,3,4,6-tetrahydroxy-5-(L-leucyl)aminohexanoyl]amino-3-phenylpropionamide). Yield: 90.7%. As a reaction SMILES: C(OC([NH:11][C@H:12]([C:17]([NH:19][C@@H:20]([CH2:41][OH:42])[C@@H:21]([OH:40])[C@@H:22]([OH:39])[C@H:23]([OH:38])[C:24]([NH:26][C@H:27]([C:32]1[CH:37]=[CH:36][CH:35]=[CH:34][CH:33]=1)[CH2:28][C:29]([NH2:31])=[O:30])=[O:25])=[O:18])[CH2:13][CH:14]([CH3:16])[CH3:15])=O)C1C=CC=CC=1>CO.[Pd]>[OH:38][C@@H:23]([C@H:22]([OH:39])[C@H:21]([OH:40])[C@@H:20]([NH:19][C:17](=[O:18])[C@H:12]([CH2:13][CH:14]([CH3:15])[CH3:16])[NH2:11])[CH2:41][OH:42])[C:24]([NH:26][C@H:27]([C:32]1[CH:37]=[CH:36][CH:35]=[CH:34][CH:33]=1)[CH2:28][C:29]([NH2:31])=[O:30])=[O:25]. Procedure details: To a solution of (S)-3-[(2S,3R,4R,5S)-5-(N-benzyloxycarbonyl-L-leucyl)amino-2,3,4,6-tetrahydroxyhexanoyl]amino-3-phenylpropionamide (200 mg) in methanol (10 ml) was added 10% palladium on activated carbon (50 mg) and the mixture was stirred under hydrogen atmosphere at room temperature for 20 hours. After removal of the catalyst by filtration, the filtrate was concentrated under reduced pressure. Recrystallization from methanol-diethylether provided the title compound (140 mg). Starting materials: BrCC1=C(C=CC=C1)F (1-(bromomethyl)-2-fluorobenzene), OC1=C(SC(=C1)N1C=NC=2C=NC=CC21)C(=O)OC (methyl 3-hydroxy-5-(1H-imidazo[4,5-c]pyridin-1-yl)thiophene-2-carboxylate), C([O-])([O-])=O.[K+].[K+] (potassium carbonate). The solvent is CN(C)C=O (DMF). The product is FC1=C(COC2=C(SC(=C2)N2C=NC=3C=NC=CC32)C(=O)OC)C=CC=C1 (Methyl 3-[(2-fluorobenzyl)oxy]-5-(1H-imidazo[4,5-c]pyridin-1-yl)thiophene-2-carboxylate). Reaction SMILES: Br[CH2:2][C:3]1[CH:8]=[CH:7][CH:6]=[CH:5][C:4]=1[F:9].[OH:10][C:11]1[CH:15]=[C:14]([N:16]2[C:24]3[CH:23]=[CH:22][N:21]=[CH:20][C:19]=3[N:18]=[CH:17]2)[S:13][C:12]=1[C:25]([O:27][CH3:28])=[O:26].C(=O)([O-])[O-].[K+].[K+]>CN(C=O)C>[F:9][C:4]1[CH:5]=[CH:6][CH:7]=[CH:8][C:3]=1[CH2:2][O:10][C:11]1[CH:15]=[C:14]([N:16]2[C:24]3[CH:23]=[CH:22][N:21]=[CH:20][C:19]=3[N:18]=[CH:17]2)[S:13][C:12]=1[C:25]([O:27][CH3:28])=[O:26] |f:2.3.4|. Reported procedure: In a similar manner as described for example B11, 172 mg of 1-(bromomethyl)-2-fluorobenzene, 200 mg of methyl 3-hydroxy-5-(1H-imidazo[4,5-c]pyridin-1-yl)thiophene-2-carboxylate, 121 mg of potassium carbonate in 5 ml anhydrous DMF yield the title compound. The reactants are N1=CNC2=C1C=CC=C2 (Benzimidazole), C(C)(C)(C)N1CCN(CC1)CC=1N(C2=NC(=NC(=C2N1)N1CCOCC1)Cl)C (4-(8-((4-tert-butylpiperazin-1-yl)methyl)-2-chloro-9-methyl-9H-purin-6-yl)morpholine), FC(C(=O)O)F (difluoroacetic acid). RXN SMILES: [N:1]1[C:5]2[CH:6]=[CH:7][CH:8]=[CH:9][C:4]=2[NH:3][CH:2]=1.[C:10]([N:14]1[CH2:19][CH2:18][N:17]([CH2:20][C:21]2[N:22]([CH3:37])[C:23]3[C:28]([N:29]=2)=[C:27]([N:30]2[CH2:35][CH2:34][O:33][CH2:32][CH2:31]2)[N:26]=[C:25](Cl)[N:24]=3)[CH2:16][CH2:15]1)([CH3:13])([CH3:12])[CH3:11].[F:38][CH:39]([F:43])[C:40](O)=O>>[C:10]([N:14]1[CH2:19][CH2:18][N:17]([CH2:20][C:21]2[N:22]([CH3:37])[C:23]3[C:28]([N:29]=2)=[C:27]([N:30]2[CH2:35][CH2:34][O:33][CH2:32][CH2:31]2)[N:26]=[C:25]([N:1]2[C:5]4[CH:6]=[CH:7][CH:8]=[CH:9][C:4]=4[N:3]=[C:2]2[C:39]([F:43])([F:38])[CH3:40])[N:24]=3)[CH2:16][CH2:15]1)([CH3:13])([CH3:12])[CH3:11]. Yields the product C(C)(C)(C)N1CCN(CC1)CC=1N(C2=NC(=NC(=C2N1)N1CCOCC1)N1C(=NC2=C1C=CC=C2)C(C)(F)F)C (4-(8-((4-tert-butylpiperazin-1-yl)methyl)-2-(2-(1,1-difluoroethyl)-1H-benzo[d]imidazol-1-yl)-9-methyl-9H-purin-6-yl)morpholine). Reported procedure: Following General Procedure J for Multi-Step Benzimidazole formation, 4-(8-((4-tert-butylpiperazin-1-yl)methyl)-2-chloro-9-methyl-9H-purin-6-yl)morpholine was converted to 463 with difluoroacetic acid. LCMS: M+H+=554.3 The reactants are COc1ccc(C2=NN(C3CCNCC3)C(=O)C2(C)C)cc1OC, O=C(O)c1ccc2ccccc2n1. Yields the product COc1ccc(C2=NN(C3CCN(C(=O)c4ccc5ccccc5n4)CC3)C(=O)C2(C)C)cc1OC. RXN SMILES: [CH3:1][O:2][c:3]1[cH:4][c:5]([C:11]2=[N:15][N:14]([CH:16]3[CH2:17][CH2:18][NH:19][CH2:20][CH2:21]3)[C:13](=[O:22])[C:12]2([CH3:23])[CH3:24])[cH:6][cH:7][c:8]1[O:9][CH3:10].[OH:25][C:26](=[O:27])[c:28]1[cH:29][cH:30][c:31]2[cH:32][cH:33][cH:34][cH:35][c:36]2[n:37]1>>[CH3:1][O:2][c:3]1[cH:4][c:5]([C:11]2=[N:15][N:14]([CH:16]3[CH2:17][CH2:18][N:19]([C:26](=[O:25])[c:28]4[cH:29][cH:30][c:31]5[cH:32][cH:33][cH:34][cH:35][c:36]5[n:37]4)[CH2:20][CH2:21]3)[C:13](=[O:22])[C:12]2([CH3:23])[CH3:24])[cH:6][cH:7][c:8]1[O:9][CH3:10]. Reactants: C(C)(C)OC1=CC=C(C=N1)[C@H](C)N[S@](=O)C(C)(C)C ((R)-2-Methyl-propane-2-sulfinic acid [(S)-1-(6-isopropoxy-pyridin-3-yl)ethyl]-amide), Cl (HCl). The solvent is CO (methanol), O (water), O (water). Conditions: time 8 hour. Product: C(C)(C)OC1=CC=C(C=N1)[C@H](C)N ((S)-1-(6-isopropoxy-pyridin-3-yl)-ethylamine). RXN SMILES: [CH:1]([O:4][C:5]1[N:10]=[CH:9][C:8]([C@@H:11]([NH:13][S@@](C(C)(C)C)=O)[CH3:12])=[CH:7][CH:6]=1)([CH3:3])[CH3:2].Cl>CO.O>[CH:1]([O:4][C:5]1[N:10]=[CH:9][C:8]([C@@H:11]([NH2:13])[CH3:12])=[CH:7][CH:6]=1)([CH3:3])[CH3:2]. Procedure: (R)-2-Methyl-propane-2-sulfinic acid [(S)-1-(6-isopropoxy-pyridin-3-yl)ethyl]-amide (2.90 g, 10.2 mmol) was dissolved in methanol (48 mL). A mixture of 12.0 M HCl in water (4.25 mL) and water (4.25 mL) was added drop wise over 3 minutes. The mixture was stirred at room temperature overnight. The mixture was evaporated to dryness. The oily residue was subjected to flash chromatography (silica, EtOAc/EtOH/triethylamine 90:5:5) on a short column to give (S)-1-(6-isopropoxy-pyridin-3-yl)-ethylamine ...